Dataset: the Open Reaction Database (ORD), a public repository of structured organic reaction records. Task: describe an organic reaction: reactants, conditions, products, and yield Reactants: C(C)(C)(C)OC(N[C@@H]([C@H](CO)O)C1=CC=CC=C1)=O (tert-butyl[(1R,2R)-2,3-dihydroxy-1-phenylpropyl]carbamate), C(C)(C)(C)[Si](Cl)(C)C (tert-butyldimethylchlorosilane), N1C=NC=C1 (imidazole), ClCCl (dichloromethane). The solvent is C(C)(=O)OCC (ethyl acetate), O (water). Run at time 2 hour. Yields the product C(C)(C)(C)OC(N[C@@H]([C@H](CO[Si](C)(C)C(C)(C)C)O)C1=CC=CC=C1)=O (tert-butyl[(1R,2R)-3-{[tert-butyl(dimethyl)silyl]oxy}-2-hydroxy-1-phenylpropyl]carbamate). The yield is 79.7%. As a reaction SMILES: [C:1]([O:5][C:6](=[O:19])[NH:7][C@H:8]([C:13]1[CH:18]=[CH:17][CH:16]=[CH:15][CH:14]=1)[C@@H:9]([OH:12])[CH2:10][OH:11])([CH3:4])([CH3:3])[CH3:2].[C:20]([Si:24]([CH3:27])([CH3:26])Cl)([CH3:23])([CH3:22])[CH3:21].N1C=CN=C1.ClCCl>C(OCC)(=O)C.O>[C:1]([O:5][C:6](=[O:19])[NH:7][C@H:8]([C:13]1[CH:14]=[CH:15][CH:16]=[CH:17][CH:18]=1)[C@@H:9]([OH:12])[CH2:10][O:11][Si:24]([C:20]([CH3:23])([CH3:22])[CH3:21])([CH3:27])[CH3:26])([CH3:4])([CH3:2])[CH3:3]. Procedure details: A mixture of 620 mg of tert-butyl[(1R,2R)-2,3-dihydroxy-1-phenylpropyl]carbamate, 0.37 g of tert-butyldimethylchlorosilane, 0.19 g of imidazole, and 9.3 ml of dichloromethane was stirred for 2 hours. To the reaction mixture were added water and ethyl acetate to carry out a layer separation operation. The organic layer was washed with saturated brine and dried over anhydrous magnesium sulfate, and the solvent was evaporated under reduced pressure. The obtained residue was purified by silica gel c... The reactants are NC1=CC=CC=C1 (aniline), C1CCOS1(=O)=O (propane sultone). Run in C(C)#N (acetonitrile). Yields the product C1(=CC=CC=C1)[NH2+]CCCS(=O)(=O)[O-] (3-phenylammonio-1-propanesulfonate). Isolated yield 95.0%. Reaction SMILES: [NH2:1][C:2]1[CH:7]=[CH:6][CH:5]=[CH:4][CH:3]=1.[CH2:8]1[S:12](=[O:14])(=[O:13])[O:11][CH2:10][CH2:9]1>C(#N)C>[C:2]1([NH2+:1][CH2:10][CH2:9][CH2:8][S:12]([O-:14])(=[O:13])=[O:11])[CH:7]=[CH:6][CH:5]=[CH:4][CH:3]=1. Procedure details: A mixture of aniline (7 mmol) and propane sultone (10 mmol) was heated in 10 mL of acetonitrile at 12.0-130° C. for 9 h in a pressure tube under argon atmosphere. The product was allowed to cool to room temperature and the solid of 3-phenylammonio-1-propanesulfonate was filtered and air-dried. Yield: 95%. The reactants are C1=CC=CC=2C3=CC=CC=C3C(C12)COC(NC(C)C(NC(C)C1=C(C=C(C=C1)F)C1=CC=CC2=C1SC(=C2)C2=NC(=NC=C2F)NCCN2N=NC=C2)=O)=O ({1-[1-(4-fluoro-2-{2-[5-fluoro-2-(2-[1,2,3]triazol-1-yl-ethylamino)-pyrimidin-4-yl]-benzo[b]thiophen-7-yl}-phenyl)-ethylcarbamoyl]-ethyl}-carbamic acid 9H-fluoren-9-ylmethyl ester). Run in N1CCCCC1 (piperidine), C(Cl)(Cl)Cl.C(C)(C)O (chloroform isopropyl alcohol). Conditions: time 30 minute. Product: N1(N=NC=C1)CCNC1=NC=C(C(=N1)C1=CC2=C(S1)C(=CC=C2)C2=C(C=CC(=C2)F)[C@@H](C)NC([C@@H](C)N)=O)F ((R)—N—((R)-1-(2-(2-(2-(2-(1H-1,2,3-Triazol-1-yl)ethylamino)-5-fluoropyrimidin-4-yl)benzo[b]thiophen-7-yl)-4-fluorophenyl)ethyl)-2-aminopropanamide). The yield is 78.6%. As a reaction SMILES: C1C2C(COC(=O)[NH:17][CH:18]([C:20](=[O:55])[NH:21][CH:22]([C:24]3[CH:29]=[CH:28][C:27]([F:30])=[CH:26][C:25]=3[C:31]3[C:36]4[S:37][C:38]([C:40]5[C:45]([F:46])=[CH:44][N:43]=[C:42]([NH:47][CH2:48][CH2:49][N:50]6[CH:54]=[CH:53][N:52]=[N:51]6)[N:41]=5)=[CH:39][C:35]=4[CH:34]=[CH:33][CH:32]=3)[CH3:23])[CH3:19])C3C(=CC=CC=3)C=2C=CC=1>N1CCCCC1.C(Cl)(Cl)Cl.C(O)(C)C>[N:50]1([CH2:49][CH2:48][NH:47][C:42]2[N:41]=[C:40]([C:38]3[S:37][C:36]4[C:31]([C:25]5[CH:26]=[C:27]([F:30])[CH:28]=[CH:29][C:24]=5[C@H:22]([NH:21][C:20](=[O:55])[C@H:18]([NH2:17])[CH3:19])[CH3:23])=[CH:32][CH:33]=[CH:34][C:35]=4[CH:39]=3)[C:45]([F:46])=[CH:44][N:43]=2)[CH:54]=[CH:53][N:52]=[N:51]1 |f:2.3|. Procedure: Dissolve {1-[1-(4-fluoro-2-{2-[5-fluoro-2-(2-[1,2,3]triazol-1-yl-ethylamino)-pyrimidin-4-yl]-benzo[b]thiophen-7-yl}-phenyl)-ethylcarbamoyl]-ethyl}-carbamic acid 9H-fluoren-9-ylmethyl ester (129 mg, 167 μmol) in piperidine (5 mL). Stir the mixture at RT for 30 min and then dilute with chloroform/IPA (3/1, 100 mL). Wash the organic phase with water/aqueous saturated sodium chloride, dry over sodium sulfate, and concentrate in vacuo. Purify the crude product by FCC (10% methanol in DCM to chlorofor... The product is O=C(O)c1ccc(SCc2ccccc2)c(F)c1. Reaction SMILES: [C:12](=[O:13])([O-:14])[O-:15].[CH2:18]([c:19]1[cH:20][cH:21][cH:22][cH:23][cH:24]1)[SH:25].[CH3:26][CH2:27][O:28][C:29](=[O:30])[CH3:31].[CH3:32][S:33](=[O:34])[CH3:35].[Cs+:16].[Cs+:17].[F:1][c:2]1[cH:3][c:4]([C:5](=[O:6])[OH:7])[cH:8][cH:9][c:10]1[F:11]>>[F:1][c:2]1[cH:3][c:4]([C:5](=[O:6])[OH:7])[cH:8][cH:9][c:10]1[S:25][CH2:18][c:19]1[cH:20][cH:21][cH:22][cH:23][cH:24]1. The reactants are O=C([O-])[O-], SCc1ccccc1, CCOC(C)=O, CS(C)=O, [Cs+], [Cs+], O=C(O)c1ccc(F)c(F)c1. The yield is 65.0%. RXN SMILES: [CH2:1](Cl)[C:2]1[CH:7]=[CH:6][CH:5]=[CH:4][CH:3]=1.[C:9](=[O:14])([O:12]C)[O:10][CH3:11].CN(C)C=O.C(OCC)C>[Br-].C([P+](CCCC)(CCCC)CCCC)CCC.O>[C:9](=[O:12])([O:10][CH3:11])[O:14][CH2:1][C:2]1[CH:7]=[CH:6][CH:5]=[CH:4][CH:3]=1 |f:4.5|. The reagents and catalysts are [Br-].C(CCC)[P+](CCCC)(CCCC)CCCC (tetra-n-butylphosphonium bromide). Yields the product C(OCC1=CC=CC=C1)(OC)=O (benzyl methyl carbonate). Reactants: C(C)OCC (diethyl ether), C(C1=CC=CC=C1)Cl (Benzyl chloride), C(OC)(OC)=O (dimethyl carbonate), CN(C=O)C (N,N-dimethylformamide). Reported procedure: Benzyl chloride (31.65 g, 0.25 mole), dimethyl carbonate (90.0 g, 1.0 mole), tetra-n-butylphosphonium bromide (3.39 g, 0.01 mole) and N,N-dimethylformamide (200 ml) are heated to 117° C.-118° C. for 6 hours. After heating is discontinued the reaction mixture is added to 300 ml of diethyl ether and 300 ml of water. The organic layer is washed with 3×100-ml allotments of water followed by 2×100 ml-portions of 10 percent aqueous HCl, 100 ml of saturated aqueous NaHCO3 and 100 ml of a saturated aque... Run in O (water). Reactants: COC(=O)c1ccc(CBr)cc1, O=C1CCCCCCC1, C1CCOC1, CC(C)[N-]C(C)C, [Li+]. Product: COC(=O)c1ccc(CC2CCCCCCC2=O)cc1. Reaction SMILES: [Br:18][CH2:19][c:20]1[cH:21][cH:22][c:23]([C:24](=[O:25])[O:26][CH3:27])[cH:28][cH:29]1.[C:1]1(=[O:9])[CH2:2][CH2:3][CH2:4][CH2:5][CH2:6][CH2:7][CH2:8]1.[CH2:30]1[O:31][CH2:32][CH2:33][CH2:34]1.[CH3:11][CH:12]([N-:13][CH:14]([CH3:15])[CH3:16])[CH3:17].[Li+:10]>>[C:1]1(=[O:9])[CH:2]([CH2:19][c:20]2[cH:21][cH:22][c:23]([C:24](=[O:25])[O:26][CH3:27])[cH:28][cH:29]2)[CH2:3][CH2:4][CH2:5][CH2:6][CH2:7][CH2:8]1. Reactants: CN1C=C(C=N1)C2=C(N=C(C=C2)N)OC, CC1C2=C(N=C(C=C2)Cl)OC(CN1C)C3CC3. Reagents/catalysts: CC(C)(C)[O-].[Na+], C1=CC=C(C=C1)P(C2=CC=CC=C2)C3=C(C4=CC=CC=C4C=C3)C5=C(C=CC6=CC=CC=C65)P(C7=CC=CC=C7)C8=CC=CC=C8, C1=CC=C(C=C1)/C=C/C(=O)/C=C/C2=CC=CC=C2.C1=CC=C(C=C1)/C=C/C(=O)/C=C/C2=CC=CC=C2.C1=CC=C(C=C1)/C=C/C(=O)/C=C/C2=CC=CC=C2.[Pd].[Pd]. Run in CC1=CC=CC=C1. Conditions: temperature 100 celsius. The product is CC1C2=C(N=C(C=C2)NC3=NC(=C(C=C3)C4=CN(N=C4)C)OC)OC(CN1C)C5CC5. Yield: 15.3%. Procedure details: 8-chloro-2-cyclopropyl-4,5-dimethyl-2,3,4,5-tetrahydropyrido[3,2-f][1,4]oxazepine (122 mg, 0.48 mmol), 6-methoxy-5-(1-methyl-1H-pyrazol-4-yl)pyridin-2-amine (99 mg, 0.48 mmol), Pd2dba3 (11.05 mg, 0.01 mmol), BINAP (15.03 mg, 0.02 mmol) and SODIUM TERT-BUTOXIDE (69.6 mg, 0.72 mmol) were weighed in to a microwave vial, the vial was capped and flushed with argon. toluene (4 mL) was added and the mixture was heated to 100°C in a microwaver apparatus for 2 h. The cooled reaction mixture was diluted w... The reactants are CC(C)(C)C(=O)Nc1ccccc1C1Cc2ccccc2N1, CI, [K+], [K+], O=C([O-])[O-], CN(C)C=O. The product is CN1c2ccccc2CC1c1ccccc1NC(=O)C(C)(C)C. Reaction SMILES: [CH3:7][C:8]([C:9](=[O:10])[NH:11][c:12]1[c:13]([CH:18]2[NH:19][c:20]3[cH:21][cH:22][cH:23][cH:24][c:25]3[CH2:26]2)[cH:14][cH:15][cH:16][cH:17]1)([CH3:27])[CH3:28].[I:29][CH3:30].[K+:1].[K+:2].[O-:3][C:4]([O-:5])=[O:6].[O:31]=[CH:32][N:33]([CH3:34])[CH3:35]>>[CH3:4][N:19]1[CH:18]([c:13]2[c:12]([NH:11][C:9]([C:8]([CH3:7])([CH3:27])[CH3:28])=[O:10])[cH:17][cH:16][cH:15][cH:14]2)[CH2:26][c:25]2[c:20]1[cH:21][cH:22][cH:23][cH:24]2.